The task is: describe an organic reaction: reactants, conditions, products, and yield. This data is from the Open Reaction Database (ORD), a public repository of structured organic reaction records. Run in CO (methanol). Reported procedure: Sodium periodate saturated water (28.5 mL) was added to the diol 15 (1.8 g, 4.7 mmol) in methanol (124 mL) at 0° C. The solution was stirred for 1 h, then poured into water and extracted with ether. The combined ether fractions were washed with brine, dried over anhydrous MgSO4, filtered and concentrated to give 16 (1.5 g, 90%). No further purification was required. 1H NMR (CDCl3, 500 MHz) 6 0.11 (s, 3H), 0.12 (s, 3H), 0.14 (s, 3H), 0.15 (s, 3H), 0.91 (s, 9H), 0.90 (s, 9H), 1.94 (m, 2H), 2.35 (m... RXN SMILES: I([O-])(=O)(=O)=O.[Na+].[C:7]([Si:11]([CH3:31])([CH3:30])[O:12][CH:13]1[CH2:18][CH:17]([O:19][Si:20]([C:23]([CH3:26])([CH3:25])[CH3:24])([CH3:22])[CH3:21])[CH2:16][C:15]([OH:29])(CO)[CH2:14]1)([CH3:10])([CH3:9])[CH3:8].O>CO>[C:7]([Si:11]([CH3:31])([CH3:30])[O:12][CH:13]1[CH2:18][CH:17]([O:19][Si:20]([C:23]([CH3:26])([CH3:25])[CH3:24])([CH3:22])[CH3:21])[CH2:16][C:15](=[O:29])[CH2:14]1)([CH3:10])([CH3:9])[CH3:8] |f:0.1|. Yield: 89.0%. Yields the product C(C)(C)(C)[Si](OC1CC(CC(C1)O[Si](C)(C)C(C)(C)C)=O)(C)C ([3,5-BiS(tert.-butyldimethylsilyloxy)]-1-cylohexanone). Conditions: time 1 hour. The reactants are I(=O)(=O)(=O)[O-].[Na+] (Sodium periodate), C(C)(C)(C)[Si](OC1CC(CC(C1)O[Si](C)(C)C(C)(C)C)(CO)O)(C)C (3,5-Bis(tert.-butyldimethylsilyoxy)-1-hydroxy-1-hydroxymethylcyclohexane), O (water). Reactants: C1CCOC1, CO, CCOC(=O)C1(c2cc(Cl)c(OCC(F)(F)F)c(-c3ccc(C(F)(F)F)cc3)c2)CCCCC1, [Li+], [OH-], O, O. The product is O=C(O)C1(c2cc(Cl)c(OCC(F)(F)F)c(-c3ccc(C(F)(F)F)cc3)c2)CCCCC1. Reaction SMILES: [CH2:40]1[O:41][CH2:42][CH2:43][CH2:44]1.[CH3:38][OH:39].[Cl:1][c:2]1[cH:3][c:4]([C:24]2([C:30](=[O:31])[O:32][CH2:33][CH3:34])[CH2:25][CH2:26][CH2:27][CH2:28][CH2:29]2)[cH:5][c:6](-[c:14]2[cH:15][cH:16][c:17]([C:20]([F:21])([F:22])[F:23])[cH:18][cH:19]2)[c:7]1[O:8][CH2:9][C:10]([F:11])([F:12])[F:13].[Li+:37].[OH-:36].[OH2:35].[OH2:45]>>[Cl:1][c:2]1[cH:3][c:4]([C:24]2([C:30](=[O:31])[OH:32])[CH2:25][CH2:26][CH2:27][CH2:28][CH2:29]2)[cH:5][c:6](-[c:14]2[cH:15][cH:16][c:17]([C:20]([F:21])([F:22])[F:23])[cH:18][cH:19]2)[c:7]1[O:8][CH2:9][C:10]([F:11])([F:12])[F:13]. Starting materials: [BH4-], CC(=O)c1ccc(-c2cc(-c3ccccc3C)c(C(=O)N(C)Cc3cc(C(F)(F)F)cc(C(F)(F)F)c3)cn2)s1, CCO, [Na+], C1CCOC1. The product is Cc1ccccc1-c1cc(-c2ccc(C(C)O)s2)ncc1C(=O)N(C)Cc1cc(C(F)(F)F)cc(C(F)(F)F)c1. Reaction SMILES: [BH4-:41].[C:1]([CH3:2])(=[O:3])[c:4]1[cH:5][cH:6][c:7](-[c:9]2[n:10][cH:11][c:12]([C:13](=[O:14])[N:15]([CH3:16])[CH2:17][c:18]3[cH:19][c:20]([C:28]([F:29])([F:30])[F:31])[cH:21][c:22]([C:24]([F:25])([F:26])[F:27])[cH:23]3)[c:32](-[c:34]3[c:35]([CH3:40])[cH:36][cH:37][cH:38][cH:39]3)[cH:33]2)[s:8]1.[CH3:48][CH2:49][OH:50].[Na+:42].[O:43]1[CH2:44][CH2:45][CH2:46][CH2:47]1>>[CH:1]([CH3:2])([OH:3])[c:4]1[cH:5][cH:6][c:7](-[c:9]2[n:10][cH:11][c:12]([C:13](=[O:14])[N:15]([CH3:16])[CH2:17][c:18]3[cH:19][c:20]([C:28]([F:29])([F:30])[F:31])[cH:21][c:22]([C:24]([F:25])([F:26])[F:27])[cH:23]3)[c:32](-[c:34]3[c:35]([CH3:40])[cH:36][cH:37][cH:38][cH:39]3)[cH:33]2)[s:8]1. The reactants are CC(=O)O, Oc1ccc(C(F)(F)F)cc1, O=C1CCC(=O)N1I, O, O=S(=O)(O)O. Yields the product Oc1ccc(C(F)(F)F)cc1I. Reaction SMILES: [CH3:25][C:26](=[O:27])[OH:28].[F:9][C:10]([c:11]1[cH:12][cH:13][c:14]([OH:17])[cH:15][cH:16]1)([F:18])[F:19].[I:1][N:2]1[C:3](=[O:4])[CH2:5][CH2:6][C:7]1=[O:8].[OH2:29].[S:20](=[O:21])(=[O:22])([OH:23])[OH:24]>>[I:1][c:13]1[cH:12][c:11]([C:10]([F:9])([F:18])[F:19])[cH:16][cH:15][c:14]1[OH:17].